This data is from the Open Reaction Database (ORD), a public repository of structured organic reaction records. The task is: describe an organic reaction: reactants, conditions, products, and yield The reactants are ClC=1C=C(C=NC1OCC(C)C)OCC1=CC(=C(C(=O)OC)C=C1F)F (methyl 4-((5-chloro-6-isobutoxypyridin-3-yloxy)methyl)-2,5-difluorobenzoate), [OH-].[Li+] (lithium hydroxide), solution. Solvent: C1CCOC1 (THF), O (water). Reaction conditions: time 18 hour. Product: ClC=1C=C(C=NC1OCC(C)C)OCC1=CC(=C(C(=O)O)C=C1F)F (4-{[(5-Chloro-6-isobutoxypyridin-3-yl)oxy]methyl}-2,5-difluorobenzoic acid). Isolated yield 59.2%. Reaction SMILES: [Cl:1][C:2]1[CH:3]=[C:4]([O:13][CH2:14][C:15]2[C:24]([F:25])=[CH:23][C:18]([C:19]([O:21]C)=[O:20])=[C:17]([F:26])[CH:16]=2)[CH:5]=[N:6][C:7]=1[O:8][CH2:9][CH:10]([CH3:12])[CH3:11].[OH-].[Li+]>C1COCC1.O>[Cl:1][C:2]1[CH:3]=[C:4]([O:13][CH2:14][C:15]2[C:24]([F:25])=[CH:23][C:18]([C:19]([OH:21])=[O:20])=[C:17]([F:26])[CH:16]=2)[CH:5]=[N:6][C:7]=1[O:8][CH2:9][CH:10]([CH3:12])[CH3:11] |f:1.2|. Reported procedure: To a solution of methyl 4-((5-chloro-6-isobutoxypyridin-3-yloxy)methyl)-2,5-difluorobenzoate (Preparation 4, 623 mg, 1.6 mmol) in THF (10 mL) was added lithium hydroxide (1.8 mL of a 1 M solution in water) and the mixture stirred at room temperature under nitrogen for 18 hours. The solvent was evaporated in vacuo to give the title compound (352 mg, 59%) as a pale yellow solid and was used directly in the next step. The reactants are BrC1=C(C(=C(C2=C1CCN(CC2)C)SC2=CC=CC=C2)OC)OC (9-bromo-7,8-dimethoxy-3-methyl-6-phenylthio-2,3,4,5-tetrahydro-1H-3-benzazepine), [OH-].[Na+] (sodium hydroxide), CN(C=O)C (dimethylformamide), C1(=CC=CC=C1)C (toluene), C(CCC)[Li] (n-butyl lithium). Solvent: CCCCCC (hexane). Run at time 20 minute. The product is COC1=C(C2=C(CCN(CC2)C)C(=C1OC)C=O)SC1=CC=CC=C1 (7,8-dimethoxy-3-methyl-6-phenylthio-2,3,4,5-tetrahydro-1H-3-benzazepine-9-carboxaldehyde). RXN SMILES: Br[C:2]1[C:7]2[CH2:8][CH2:9][N:10]([CH3:13])[CH2:11][CH2:12][C:6]=2[C:5]([S:14][C:15]2[CH:20]=[CH:19][CH:18]=[CH:17][CH:16]=2)=[C:4]([O:21][CH3:22])[C:3]=1[O:23][CH3:24].C1(C)C=CC=CC=1.C([Li])CCC.[OH-].[Na+].CN(C)[CH:41]=[O:42]>CCCCCC>[CH3:22][O:21][C:4]1[C:3]([O:23][CH3:24])=[C:2]([CH:41]=[O:42])[C:7]2[CH2:8][CH2:9][N:10]([CH3:13])[CH2:11][CH2:12][C:6]=2[C:5]=1[S:14][C:15]1[CH:20]=[CH:19][CH:18]=[CH:17][CH:16]=1 |f:3.4|. Reported procedure: To a solution of 18.21 g. (0.0446 mole) of 9-bromo-7,8-dimethoxy-3-methyl-6-phenylthio-2,3,4,5-tetrahydro-1H-3-benzazepine (prepared as in Example 20) in 200 ml. of toluene, cooled to -78° C., is slowly added 26.0 ml. of 2.1 M n-butyl lithium in hexane. After 20 minutes at this temperature 23.1 ml. of dimethylformamide is added and the mixture is stirred for 1/2 hour. The reaction mixture, at room temperature, is poured into 10% sodium hydroxide solution and extracted with ethyl acetate. The ext... The reactants are CN(C=1C(=C(N(C(C)=O)C)C=C(C1)C(CS(=O)(=O)C)O)OC)C (3'-dimethylamino-5'-[1-hydroxy-2-(methylsulfonyl)-ethyl]-2'-methoxy-N-methylacetanilide), C[O-].[Na+] (sodium methylate), N(C1=CC=CC=C1)CCC#N (β-anilinopropionitrile). Run in CS(=O)C (dimethylsulfoxide). Yields the product N(C1=CC=CC=C1)C=C(CC=1C=C(C(=C(N(C(C)=O)C)C1)OC)N(C)C)C#N (5'-(3-anilino-2-cyanoallyl)-3'-dimethylamino-2'-methoxy-N-methylacetanilide). RXN SMILES: [CH3:1][N:2]([CH3:23])[C:3]1[C:4]([O:21][CH3:22])=[C:5]([CH:11]=[C:12]([CH:14](O)CS(C)(=O)=O)[CH:13]=1)[N:6]([CH3:10])[C:7](=[O:9])[CH3:8].C[O-].[Na+].[NH:27]([CH2:34][CH2:35][C:36]#[N:37])[C:28]1[CH:33]=[CH:32][CH:31]=[CH:30][CH:29]=1>CS(C)=O>[NH:27]([CH:34]=[C:35]([C:36]#[N:37])[CH2:14][C:12]1[CH:13]=[C:3]([N:2]([CH3:23])[CH3:1])[C:4]([O:21][CH3:22])=[C:5]([CH:11]=1)[N:6]([CH3:10])[C:7](=[O:9])[CH3:8])[C:28]1[CH:33]=[CH:32][CH:31]=[CH:30][CH:29]=1 |f:1.2|. Reported procedure: A mixture of 10.6 g. of 3'-dimethylamino-5'-[1-hydroxy-2-(methylsulfonyl)-ethyl]-2'-methoxy-N-methylacetanilide, 1.8 g. of sodium methylate and 4.8 g. of β-anilinopropionitrile in 20 ml. of dimethylsulfoxide was stirred with the exclusion of moisture for 5 hours at 50° C. The mixture was poured into 250 ml. of water, the precipitated oil extracted with ethyl acetate, the ethyl acetate solution dried over sodium sulfate and evaporated. By purification of the residue over aluminum oxide with benze... Reactants: O (water), FC1=CC=C(C=C1)C1C(N(C(O1)=O)C(=O)OC(C)(C)C)CC1=CC(=CC=C1)S(=O)(=O)C(F)(F)F (tert-butyl (4RS,5SR)-5-(4-fluorophenyl)-2-oxo-4-{3-[(trifluoromethyl)sulfonyl]benzyl}-1,3-oxazolidine-3-carboxylate), [OH-].[Na+] (sodium hydroxide). Solvent: CO (methanol), CO (methanol). Reaction conditions: time 30 minute. Yields the product FC1=CC=C(C=C1)C(C(CC1=CC(=CC=C1)S(=O)(=O)C(F)(F)F)NC(OC(C)(C)C)=O)O (tert-butyl (1RS,2SR)-2-(4-fluorophenyl)-2-hydroxy-1-{3-[(trifluoromethyl)sulfonyl]benzyl}ethylcarbamate). As a reaction SMILES: [F:1][C:2]1[CH:7]=[CH:6][C:5]([CH:8]2[O:12]C(=O)[N:10]([C:14]([O:16][C:17]([CH3:20])([CH3:19])[CH3:18])=[O:15])[CH:9]2[CH2:21][C:22]2[CH:27]=[CH:26][CH:25]=[C:24]([S:28]([C:31]([F:34])([F:33])[F:32])(=[O:30])=[O:29])[CH:23]=2)=[CH:4][CH:3]=1.[OH-].[Na+].O>CO>[F:1][C:2]1[CH:7]=[CH:6][C:5]([CH:8]([OH:12])[CH:9]([NH:10][C:14](=[O:15])[O:16][C:17]([CH3:18])([CH3:19])[CH3:20])[CH2:21][C:22]2[CH:27]=[CH:26][CH:25]=[C:24]([S:28]([C:31]([F:34])([F:33])[F:32])(=[O:29])=[O:30])[CH:23]=2)=[CH:4][CH:3]=1 |f:1.2|. Reported procedure: To a solution of tert-butyl (4RS,5SR)-5-(4-fluorophenyl)-2-oxo-4-{3-[(trifluoromethyl)sulfonyl]benzyl}-1,3-oxazolidine-3-carboxylate (0.90 g, 1.79 mmol) in methanol (10 ml) was added a solution of 0.5N sodium hydroxide in methanol (10.8 ml, 5.40 mmol), and the mixture was stirred at room temperature for 30 min. To the reaction solution was added water (50 ml), and the mixture was extracted with ethyl acetate (100 ml×2). The extract was washed with saturated brine, dried (anhydrous magnesium sulf... Reaction conditions: temperature 80 celsius, time 12 hour. Isolated yield 19.7%. Reported procedure: N-(5-Chloro-1-ethyl-1H-pyrazol-4 yl)-4-(cyclopentyloxy)-5-(2-methylbenzo[d]oxazol-6-yl)-7-((2-(trimethylsilyl)ethoxy)methyl)-7H-pyrrolo[2,3-d]pyrimidin-2-amine (1 equiv) dissolved in 1 M tetrabutylammonium fluoride in THF (6.3 equiv). The mixture was stirred at 80° C. for 12 h. After cooling to room temperature, the reaction was diluted with THF (0.063 M) and cesium carbonate (5 equiv) was added. The solids were filtered and the filtrate was dried over sodium sulfate and concentrated. The crude ... The reactants are C([O-])([O-])=O.[Cs+].[Cs+] (cesium carbonate), ClC1=C(C=NN1CC)NC=1N=C(C2=C(N1)N(C=C2C2=CC1=C(N=C(O1)C)C=C2)COCC[Si](C)(C)C)OC2CCCC2 (N-(5-Chloro-1-ethyl-1H-pyrazol-4 yl)-4-(cyclopentyloxy)-5-(2-methylbenzo[d]oxazol-6-yl)-7-((2-(trimethylsilyl)ethoxy)methyl)-7H-pyrrolo[2,3-d]pyrimidin-2-amine). Solvent: C1CCOC1 (THF), [F-].C(CCC)[N+](CCCC)(CCCC)CCCC (tetrabutylammonium fluoride), C1CCOC1 (THF). The product is ClC1=C(C=NN1CC)NC=1N=C(C2=C(N1)NC=C2C2=CC1=C(N=C(O1)C)C=C2)OC2CCCC2 (N-(5-Chloro-1-ethyl-1H-pyrazol-4-yl)-4-(cyclopentyloxy)-5-(2-methylbenzo[d]oxazol-6-yl)-7H-pyrrolo[2,3-d]pyrimidin-2-amine). As a reaction SMILES: [Cl:1][C:2]1[N:6]([CH2:7][CH3:8])[N:5]=[CH:4][C:3]=1[NH:9][C:10]1[N:11]=[C:12]([O:37][CH:38]2[CH2:42][CH2:41][CH2:40][CH2:39]2)[C:13]2[C:18]([C:19]3[CH:28]=[CH:27][C:22]4[N:23]=[C:24]([CH3:26])[O:25][C:21]=4[CH:20]=3)=[CH:17][N:16](COCC[Si](C)(C)C)[C:14]=2[N:15]=1.C(=O)([O-])[O-].[Cs+].[Cs+]>[F-].C([N+](CCCC)(CCCC)CCCC)CCC.C1COCC1>[Cl:1][C:2]1[N:6]([CH2:7][CH3:8])[N:5]=[CH:4][C:3]=1[NH:9][C:10]1[N:11]=[C:12]([O:37][CH:38]2[CH2:42][CH2:41][CH2:40][CH2:39]2)[C:13]2[C:18]([C:19]3[CH:28]=[CH:27][C:22]4[N:23]=[C:24]([CH3:26])[O:25][C:21]=4[CH:20]=3)=[CH:17][NH:16][C:14]=2[N:15]=1 |f:1.2.3,4.5|. Reactants: ClC1=CC=NC(=C1C(=O)OCC)CC (ethyl 4-chloro-2-ethylnicotinate), BrN1C(CCC1=O)=O (N-bromosuccinimide), N(=NC(C#N)(C)C)C(C#N)(C)C (2,2'-azobis(2-methylpropionitrile)). Run in C(Cl)(Cl)(Cl)Cl (carbon tetrachloride). Yields the product ClC1=CC=NC(=C1C(=O)OCC)C(C)Br (ethyl 4-chloro-2-(1-bromoethyl)nicotinate). As a reaction SMILES: [Cl:1][C:2]1[C:7]([C:8]([O:10][CH2:11][CH3:12])=[O:9])=[C:6]([CH2:13][CH3:14])[N:5]=[CH:4][CH:3]=1.[Br:15]N1C(=O)CCC1=O.N(C(C)(C)C#N)=NC(C)(C)C#N>C(Cl)(Cl)(Cl)Cl>[Cl:1][C:2]1[C:7]([C:8]([O:10][CH2:11][CH3:12])=[O:9])=[C:6]([CH:13]([Br:15])[CH3:14])[N:5]=[CH:4][CH:3]=1. Procedure details: A mixture of the above ethylnicotinate (5.45 g), N-bromosuccinimide (NBS) (5.50 g) and 2,2'-azobis(2-methylpropionitrile) (AIBN) (0.40 g) in carbon tetrachloride (50 ml) is heated under reflux for 2 hours, then cooled, filtered and concentrated in vacuo to give ethyl 4-chloro-2-(1-bromoethyl)nicotinate.